Dataset: the Open Reaction Database (ORD), a public repository of structured organic reaction records. Task: describe an organic reaction: reactants, conditions, products, and yield The reactants are O1CCOC12CCN(CC2)[C@H]2[C@@H](CCCC2)O ((+/−)-trans-2-(1,4-dioxa-8-aza-spiro[4.5]dec-8-yl)-cyclohexanol), Cl (hydrogen chloride), [OH-].[Na+] (sodium hydroxide), O (water). The solvent is O1CCOCC1 (dioxane). Conditions: temperature 105 celsius, time 4 hour. Yields the product O[C@H]1[C@@H](CCCC1)N1CCC(CC1)=O ((+/−)-trans-1-(2-Hydroxy-cyclohexyl)-piperidin-4-one). The yield is 67.3%. As a reaction SMILES: O1[C:5]2([CH2:10][CH2:9][N:8]([C@@H:11]3[CH2:16][CH2:15][CH2:14][CH2:13][C@H:12]3[OH:17])[CH2:7][CH2:6]2)[O:4]CC1.Cl.O.[OH-].[Na+]>O1CCOCC1>[OH:17][C@@H:12]1[CH2:13][CH2:14][CH2:15][CH2:16][C@H:11]1[N:8]1[CH2:9][CH2:10][C:5](=[O:4])[CH2:6][CH2:7]1 |f:3.4|. Procedure details: A solution of (+/−)-trans-2-(1,4-dioxa-8-aza-spiro[4.5]dec-8-yl)-cyclohexanol (1.50 g, 6.25 mmol) in dioxane (45 ml) was treated with 5N hydrogen chloride (10 ml). The mixture was warmed to 105° C. and stirred for 4 h. After cooling to room temperature, water (9 ml) was added to the mixture, which was then basified to pH 14 by slow addition of 5N sodium hydroxide. The mixture was then extracted three times with ethyl acetate and the combined organic extracts were dried with anhydrous sodium sulp... The reactants are CCO, CC(C)(C)c1ccc(CC(=O)c2ccc(Cl)cc2)cc1, NN, O. Yields the product CC(C)(C)c1ccc(CC(=NN)c2ccc(Cl)cc2)cc1. Reaction SMILES: [CH3:24][CH2:25][OH:26].[Cl:1][c:2]1[cH:3][cH:4][c:5]([C:8]([CH2:9][c:10]2[cH:11][cH:12][c:13]([C:16]([CH3:17])([CH3:18])[CH3:19])[cH:14][cH:15]2)=[O:20])[cH:6][cH:7]1.[NH2:22][NH2:23].[OH2:21]>>[Cl:1][c:2]1[cH:3][cH:4][c:5]([C:8]([CH2:9][c:10]2[cH:11][cH:12][c:13]([C:16]([CH3:17])([CH3:18])[CH3:19])[cH:14][cH:15]2)=[N:22][NH2:23])[cH:6][cH:7]1. Starting materials: O (water), COC(C1=CN=C(C=C1)CN(CC1=NC=CC=C1)C(C1=NC=CC=C1)C1=NC=CC=C1)=O (6-(((di-pyridin-2-yl-methyl)-pyridin-2-ylmethyl-amino)-methyl)nicotinic Acid Methyl Ester), NCCCN (1,3-diaminopropane), [C-]#N.[Na+] (NaCN). The solvent is CO (methanol). Yields the product NCCCNC(C1=CN=C(C=C1)CN(CC1=NC=CC=C1)C(C1=NC=CC=C1)C1=NC=CC=C1)=O (N-(3-amino-propyl)-6-(((di-pyridin-2-yl-methyl)-pyridin-2-ylmethyl-amino)-methyl)nicotinamide). The yield is 80.5%. Reaction SMILES: C[O:2][C:3](=O)[C:4]1[CH:9]=[CH:8][C:7]([CH2:10][N:11]([CH:19]([C:26]2[CH:31]=[CH:30][CH:29]=[CH:28][N:27]=2)[C:20]2[CH:25]=[CH:24][CH:23]=[CH:22][N:21]=2)[CH2:12][C:13]2[CH:18]=[CH:17][CH:16]=[CH:15][N:14]=2)=[N:6][CH:5]=1.[NH2:33][CH2:34][CH2:35][CH2:36][NH2:37].[C-]#N.[Na+].O>CO>[NH2:33][CH2:34][CH2:35][CH2:36][NH:37][C:3](=[O:2])[C:4]1[CH:9]=[CH:8][C:7]([CH2:10][N:11]([CH:19]([C:20]2[CH:25]=[CH:24][CH:23]=[CH:22][N:21]=2)[C:26]2[CH:31]=[CH:30][CH:29]=[CH:28][N:27]=2)[CH2:12][C:13]2[CH:18]=[CH:17][CH:16]=[CH:15][N:14]=2)=[N:6][CH:5]=1 |f:2.3|. Reported procedure: A solution of 15 (473 mg, 1.11 mmol), 1,3-diaminopropane (1.1 ml, 13.1 mmol) and NaCN (7 mg, 0.14 mmol) in methanol (15 ml) was heated under reflux for 24 hours under an Argon atmosphere. After cooling to room temperature the mixture was poured into water (100 ml) and the aqueous layer was washed with ether (2×125 ml), followed by extraction with dichloromethane (3×75 ml). The combined dichloromethane layers were washed with water (50 ml), brine (50 ml) and dried (Na2SO4). Evaporation of the sol... Reactants: C1OC23[C@]4(C)[C@@H](CC2(OCCO3)OC1)[C@@H]1C\C(\C3CCCC[C@]3(C)[C@H]1CC4)=N/O (17,17-bis(ethylendioxy)-6-(E)-hydroxyiminoandrostane), C=C1C[C@H]2[C@@H]3CCC([C@@]3(C)CC[C@@H]2[C@]2(CCC(CC12)=O)C)=O (6-methyleneandrostane-3,17-dione). Yields the product O\N=C\1/C[C@H]2[C@@H]3CCC([C@@]3(C)CC[C@@H]2[C@]2(CCC(CC12)=O)C)=O (6-(E)-Hydroxyiminoandrostane-3,17-dione). The yield is 70.0%. As a reaction SMILES: C1CO[C:8]23OCCO[C:3]2([C@:4]2([CH2:27][CH2:26][C@H:25]4[C@@H:15]([CH2:16]/[C:17](=[N:28]\[OH:29])/[CH:18]5[C@:23]4([CH3:24])[CH2:22][CH2:21][CH2:20][CH2:19]5)[C@@H:6]2[CH2:7]3)[CH3:5])[O:2]1.C=C1C2[C@](C)(CCC(=[O:49])C2)[C@@H]2[C@H]([C@H]3[C@@](CC2)(C)C(=O)CC3)C1>>[OH:29]/[N:28]=[C:17]1\[CH2:16][C@@H:15]2[C@@H:25]([C@:23]3([CH3:24])[CH:18]\1[CH2:19][C:20](=[O:49])[CH2:21][CH2:22]3)[CH2:26][CH2:27][C@@:4]1([CH3:5])[C@H:6]2[CH2:7][CH2:8][C:3]1=[O:2]. Reported procedure: The title compound II-ah was prepared in 70% yield from 3,3:17,17-bis(ethylendioxy)-6-(E)-hydroxyiminoandrostane by the procedure described above for the preparation of 6-methyleneandrostane-3,17-dione (II-ac, Prepn. 13). The combined organic extracts were washed with H2O, dried and evaporated to dryness. The residue was purified by flash chromatography (SiO2, n-hexane/acetone 70/30). 1H-NMR (300 MHz, DMSO-d6, ppm from TMS): δ 10.61 (1H, s), 3.29 (1H, dd), 2.61-1.03 (19H, m), 0.88 (3H, s), 0.79 ... The reactants are ClC=1C(=NC=C(C1)Cl)C1=CC=CC2=CN(N=C12)C (7-(3,5-dichloro-pyridin-2-yl)-2-methyl-2H-indazole), solution, Cl (HCl). The solvent is CCOCC (ether), CCOCC (ether). Product: Cl.ClC=1C(=NC=C(C1)Cl)C1=CC=CC2=CN(N=C12)C (7-(3,5-Dichloro-pyridin-2-yl)-2-methyl-2H-indazole hydrochloride). Yield: 164.2%. As a reaction SMILES: [Cl:1][C:2]1[C:3]([C:9]2[C:17]3[C:13](=[CH:14][N:15]([CH3:18])[N:16]=3)[CH:12]=[CH:11][CH:10]=2)=[N:4][CH:5]=[C:6]([Cl:8])[CH:7]=1.Cl>CCOCC>[ClH:1].[Cl:1][C:2]1[C:3]([C:9]2[C:17]3[C:13](=[CH:14][N:15]([CH3:18])[N:16]=3)[CH:12]=[CH:11][CH:10]=2)=[N:4][CH:5]=[C:6]([Cl:8])[CH:7]=1 |f:3.4|. Procedure: To a solution of 7-(3,5-dichloro-pyridin-2-yl)-2-methyl-2H-indazole (0.042 g) in ether was added a 2 M solution of HCl in ether. The mixture was filtered to afford 0.039 g of 7-(3,5-Dichloro-pyridin-2-yl)-2-methyl-2H-indazole hydrochloride as a yellow solid. Reactants: C1(CCCCC1)CCC[C@H](CC(=O)OC(C)(C)C)C1=NC(=NO1)COS(=O)(=O)C1=CC=C(C=C1)C (tert-butyl(3R)-6-cyclohexyl-3-[3-({[(4-methylphenyl)sulfonyl]oxy}methyl)-1,2,4-oxadiazol-5-yl]hexanoate), NC(CO)(C)C (2-amino-2-methyl-1-propanol). Product: C1(CCCCC1)CCC[C@H](CC(=O)OC(C)(C)C)C1=NC(=NO1)CNC(CO)(C)C (tert-butyl(3R)-6-cyclohexyl-3-(3-{[(2-hydroxy-1,1-dimethylethyl)amino]methyl}-1,2,4-oxadiazol-5-yl)hexanoate). RXN SMILES: [CH:1]1([CH2:7][CH2:8][CH2:9][C@@H:10]([C:19]2[O:23][N:22]=[C:21]([CH2:24]OS(C3C=CC(C)=CC=3)(=O)=O)[N:20]=2)[CH2:11][C:12]([O:14][C:15]([CH3:18])([CH3:17])[CH3:16])=[O:13])[CH2:6][CH2:5][CH2:4][CH2:3][CH2:2]1.[NH2:36][C:37]([CH3:41])([CH3:40])[CH2:38][OH:39]>>[CH:1]1([CH2:7][CH2:8][CH2:9][C@@H:10]([C:19]2[O:23][N:22]=[C:21]([CH2:24][NH:36][C:37]([CH3:41])([CH3:40])[CH2:38][OH:39])[N:20]=2)[CH2:11][C:12]([O:14][C:15]([CH3:16])([CH3:17])[CH3:18])=[O:13])[CH2:6][CH2:5][CH2:4][CH2:3][CH2:2]1. Procedure details: Method as for preparation 5 using tert-butyl(3R)-6-cyclohexyl-3-[3-({[(4-methylphenyl)sulfonyl]oxy}methyl)-1,2,4-oxadiazol-5-yl]hexanoate (preparation 177) (3.71 g, 7.32 mmol) and 2-amino-2-methyl-1-propanol (2.10 ml, 22.0 mmol) as starting materials. Starting materials: CC(C)(C)[O-].[Na+] (sodium 2-methylpropan-2-olate), FC=1C(=NC(=CC1)C)C1=NC=C(C(=C1)N)C (3′-fluoro-5,6′-dimethyl-2,2′-bipyridin-4-amine), CC1(C2=CC=CC(=C2OC=2C(=CC=CC12)P(C1=CC=CC=C1)C1=CC=CC=C1)P(C1=CC=CC=C1)C1=CC=CC=C1)C ((9,9-Dimethyl-9H-xanthene-4,5-diyl)bis(diphenylphosphine)), IC=1C=2C(N=CC1)=CN(N2)CCCOC2OCCCC2 (7-iodo-2-(3-(tetrahydro-2H-pyran-2-yloxy)propyl)-2H-pyrazolo[4,3-b]pyridine), Cl (HCl). Reagents/catalysts: C=1C=CC(=CC1)/C=C/C(=O)/C=C/C2=CC=CC=C2.C=1C=CC(=CC1)/C=C/C(=O)/C=C/C2=CC=CC=C2.C=1C=CC(=CC1)/C=C/C(=O)/C=C/C2=CC=CC=C2.[Pd].[Pd] (Pd2(dba)3). Run in O1CCOCC1 (dioxane). Reaction conditions: temperature 120 celsius, time 1 hour. The product is FC=1C(=NC(=CC1)C)C1=NC=C(C(=C1)NC=1C=2C(N=CC1)=CN(N2)CCCO)C (3-(7-(3′-fluoro-5,6′-dimethyl-2,2′-bipyridin-4-ylamino)-2H-pyrazolo[4,3-b]pyridin-2-yl)propan-1-ol), hydrochloride salt. Reaction SMILES: CC1(C)C2C=CC=C(P(C3C=CC=CC=3)C3C=CC=CC=3)C=2OC2C1=CC=CC=2P(C1C=CC=CC=1)C1C=CC=CC=1.I[C:44]1[C:45]2[C:46](=[CH:50][N:51]([CH2:53][CH2:54][CH2:55][O:56]C3CCCCO3)[N:52]=2)[N:47]=[CH:48][CH:49]=1.[F:63][C:64]1[C:65]([C:71]2[CH:76]=[C:75]([NH2:77])[C:74]([CH3:78])=[CH:73][N:72]=2)=[N:66][C:67]([CH3:70])=[CH:68][CH:69]=1.CC([O-])(C)C.[Na+].Cl>O1CCOCC1.C1C=CC(/C=C/C(/C=C/C2C=CC=CC=2)=O)=CC=1.C1C=CC(/C=C/C(/C=C/C2C=CC=CC=2)=O)=CC=1.C1C=CC(/C=C/C(/C=C/C2C=CC=CC=2)=O)=CC=1.[Pd].[Pd]>[F:63][C:64]1[C:65]([C:71]2[CH:76]=[C:75]([NH:77][C:44]3[C:45]4[C:46](=[CH:50][N:51]([CH2:53][CH2:54][CH2:55][OH:56])[N:52]=4)[N:47]=[CH:48][CH:49]=3)[C:74]([CH3:78])=[CH:73][N:72]=2)=[N:66][C:67]([CH3:70])=[CH:68][CH:69]=1 |f:3.4,7.8.9.10.11|. Procedure details: (9,9-Dimethyl-9H-xanthene-4,5-diyl)bis(diphenylphosphine) (3.74 mg, 6.46 μmol), 7-iodo-2-(3-(tetrahydro-2H-pyran-2-yloxy)propyl)-2H-pyrazolo[4,3-b]pyridine (100 mg, 0.258 mmol), Pd2(dba)3 (5.91 mg, 6.46 μmol), 3′-fluoro-5,6′-dimethyl-2,2′-bipyridin-4-amine (56.1 mg, 0.258 mmol) and sodium 2-methylpropan-2-olate (74.5 mg, 0.775 mmol) were combined in dioxane (5 mL) and heated at 120° C. for 1 hour. The reaction was then cooled, concentrated, and purified by prep-HPLC using a Sunfire Prep 5 μm C18...